From a dataset of the Open Reaction Database (ORD), a public repository of structured organic reaction records. describe an organic reaction: reactants, conditions, products, and yield Reactants: CCOc1ccc(-c2nc3cc(-c4ccccc4)ccc3o2)cc1[N+](=O)[O-], C1COCCO1, [Pd]. The product is CCOc1ccc(-c2nc3cc(-c4ccccc4)ccc3o2)cc1N. RXN SMILES: [N+:1]([O-:2])(=[O:3])[c:4]1[cH:5][c:6](-[c:13]2[o:14][c:15]3[c:16]([n:17]2)[cH:18][c:19](-[c:22]2[cH:23][cH:24][cH:25][cH:26][cH:27]2)[cH:20][cH:21]3)[cH:7][cH:8][c:9]1[O:10][CH2:11][CH3:12].[O:28]1[CH2:29][CH2:30][O:31][CH2:32][CH2:33]1.[Pd:34]>>[NH2:1][c:4]1[cH:5][c:6](-[c:13]2[o:14][c:15]3[c:16]([n:17]2)[cH:18][c:19](-[c:22]2[cH:23][cH:24][cH:25][cH:26][cH:27]2)[cH:20][cH:21]3)[cH:7][cH:8][c:9]1[O:10][CH2:11][CH3:12]. Reactants: COCCC12C(OC(CC1)(CC2)C)=O (4-(2-Methoxy-ethyl)-1-methyl-2-oxa-bicyclo[2.2.2]octan-3-one), [Cl-].C[Al+]C (dimethylaluminiumchloride), FC(OC1=CC=C(N)C=C1)(F)F (4-(Trifluoromethoxy)-aniline), ice water. The solvent is C1(=CC=CC=C1)C (toluene). Run at time 10 minute. The product is CC1=CCC2(CCN(C2=O)C2=CC=C(C=C2)OC(F)(F)F)CC1 (8-methyl-2-(4-trifluoromethoxy-phenyl)-2-aza-spiro[4.5]dec-7-en-1-one), product. Yield: 77.0%. Reaction SMILES: [F:1][C:2]([F:12])([F:11])[O:3][C:4]1[CH:10]=[CH:9][C:7]([NH2:8])=[CH:6][CH:5]=1.CO[CH2:15][CH2:16][C:17]12[CH2:24][CH2:23][C:20]([CH3:25])([CH2:21][CH2:22]1)[O:19][C:18]2=O.[Cl-].C[Al+]C>C1(C)C=CC=CC=1>[CH3:25][C:20]1[CH2:23][CH2:24][C:17]2([C:18](=[O:19])[N:8]([C:7]3[CH:9]=[CH:10][C:4]([O:3][C:2]([F:11])([F:12])[F:1])=[CH:5][CH:6]=3)[CH2:15][CH2:16]2)[CH2:22][CH:21]=1 |f:2.3|. Procedure details: 4-(Trifluoromethoxy)-aniline (0.065 mL, [CAS Reg. No. 461-82-5]) was added to a solution of 4-(2-methoxy-ethyl)-1-methyl-2-oxa-bicyclo[2.2.2]octan-3-one (64 mg, obtained in example 59, step 1) in toluene (5 mL). The mixture was stirred for 10 minutes at r.t. Then, dimethylaluminiumchloride (1M in hexane, 0.65 mL) was added dropwise over a period of 5 minutes. The reaction mixture was stirred at reflux for 3 hours. The reaction mixture was cooled, poured into ice/water and extracted two times wit... The reactants are S(=O)(=O)(C1=CC=C(C)C=C1)Cl (tosyl chloride), CC(CNCC(C)O)O (diiso-propanolamine), O (water), Cl (hydrochloric acid). Run in N1=CC=CC=C1 (pyridine), N1=CC=CC=C1 (pyridine). Run at time 72 hour. The product is S(=O)(=O)(C1=CC=C(C)C=C1)N(CC(C)OS(=O)(=O)C1=CC=C(C)C=C1)CC(C)OS(=O)(=O)C1=CC=C(C)C=C1 (N-tosyl-bis(2-tosyloxy propyl) amine). Reaction SMILES: [CH3:1][CH:2]([OH:9])[CH2:3][NH:4][CH2:5][CH:6]([OH:8])[CH3:7].[S:10](Cl)([C:13]1[CH:19]=[CH:18][C:16]([CH3:17])=[CH:15][CH:14]=1)(=[O:12])=[O:11].[OH2:21].Cl>N1C=CC=CC=1>[S:10]([N:4]([CH2:5][CH:6]([O:8][S:10]([C:13]1[CH:19]=[CH:18][C:16]([CH3:17])=[CH:15][CH:14]=1)(=[O:12])=[O:11])[CH3:7])[CH2:3][CH:2]([O:9][S:10]([C:13]1[CH:19]=[CH:18][C:16]([CH3:17])=[CH:15][CH:14]=1)(=[O:11])=[O:21])[CH3:1])([C:13]1[CH:19]=[CH:18][C:16]([CH3:17])=[CH:15][CH:14]=1)(=[O:12])=[O:11]. Procedure details: A solution of 53.2 g (0.4 mole) of diiso-propanolamine in 50 cm3 of pyridine is added dropwise with cooling to a solution of 248 g (1.3 mole) of tosyl chloride in 200 cm3 of pyridine at 0° C. so that the temperature is maintained between 0° and 5° C. The mixture is left at this temperature for 72 h. It is then poured into 2 l of water plus ice and 250 cm3 of concentrated hydrochloric acid. Reactants: O=C([O-])[O-], Cc1nn(C)c(C)c1B(O)O, COC, CCO, CCCC(CCC)c1cc(C)nn2c(I)c(C)nc12, [Na+], [Na+], O, c1ccc(P(c2ccccc2)(c2ccccc2)[Pd](P(c2ccccc2)(c2ccccc2)c2ccccc2)(P(c2ccccc2)(c2ccccc2)c2ccccc2)P(c2ccccc2)(c2ccccc2)c2ccccc2)cc1. Product: CCCC(CCC)c1cc(C)nn2c(-c3c(C)nn(C)c3C)c(C)nc12. RXN SMILES: [C:31](=[O:32])([O-:33])[O-:34].[CH3:20][n:21]1[n:22][c:23]([CH3:30])[c:24]([B:27]([OH:28])[OH:29])[c:25]1[CH3:26].[CH3:37][O:38][CH3:39].[CH3:41][CH2:42][OH:43].[I:1][c:2]1[c:3]([CH3:19])[n:4][c:5]2[n:6]1[n:7][c:8]([CH3:18])[cH:9][c:10]2[CH:11]([CH2:12][CH2:13][CH3:14])[CH2:15][CH2:16][CH3:17].[Na+:35].[Na+:36].[OH2:40].[cH:44]1[cH:45][cH:46][c:47]([P:48]([Pd:49]([P:50]([c:51]2[cH:52][cH:53][cH:54][cH:55][cH:56]2)([c:57]2[cH:58][cH:59][cH:60][cH:61][cH:62]2)[c:63]2[cH:64][cH:65][cH:66][cH:67][cH:68]2)([P:69]([c:70]2[cH:71][cH:72][cH:73][cH:74][cH:75]2)([c:76]2[cH:77][cH:78][cH:79][cH:80][cH:81]2)[c:82]2[cH:83][cH:84][cH:85][cH:86][cH:87]2)[P:88]([c:89]2[cH:90][cH:91][cH:92][cH:93][cH:94]2)([c:95]2[cH:96][cH:97][cH:98][cH:99][cH:100]2)[c:101]2[cH:102][cH:103][cH:104][cH:105][cH:106]2)([c:107]2[cH:108][cH:109][cH:110][cH:111][cH:112]2)[c:113]2[cH:114][cH:115][cH:116][cH:117][cH:118]2)[cH:119][cH:120]1>>[c:2]1(-[c:24]2[c:23]([CH3:30])[n:22][n:21]([CH3:20])[c:25]2[CH3:26])[c:3]([CH3:19])[n:4][c:5]2[n:6]1[n:7][c:8]([CH3:18])[cH:9][c:10]2[CH:11]([CH2:12][CH2:13][CH3:14])[CH2:15][CH2:16][CH3:17]. Yields the product CN(C)C(=O)Nc1snc(N(C)C)c1C#N. Starting materials: CN(C)c1nsc(NC(=O)Oc2ccccc2)c1C#N, CNC, CN(C)C=O. RXN SMILES: [C:1](#[N:2])[c:3]1[c:4]([N:18]([CH3:19])[CH3:20])[n:5][s:6][c:7]1[NH:8][C:9]([O:10][c:11]1[cH:12][cH:13][cH:14][cH:15][cH:16]1)=[O:17].[CH3:21][NH:22][CH3:23].[CH3:24][N:25]([CH3:26])[CH:27]=[O:28]>>[C:1](#[N:2])[c:3]1[c:4]([N:18]([CH3:19])[CH3:20])[n:5][s:6][c:7]1[NH:8][C:9](=[O:17])[N:22]([CH3:21])[CH3:23].